Dataset: the Open Reaction Database (ORD), a public repository of structured organic reaction records. Task: describe an organic reaction: reactants, conditions, products, and yield The reactants are C=1(O)C(O)=CC=CC1 (pyrocatechol), C([O-])([O-])=O.[K+].[K+] (potassium carbonate), BrCCCBr (1,3-dibromopropane). Solvent: CN(C=O)C (dimethylformamide). Product: O1CCCOC2=C1C=CC=C2 (3,4-dihydro-2H-1,5-benzodioxepine). Yield: 41.3%. As a reaction SMILES: [C:1]1([C:3](=[CH:5][CH:6]=[CH:7][CH:8]=1)[OH:4])[OH:2].C(=O)([O-])[O-].[K+].[K+].Br[CH2:16][CH2:17][CH2:18]Br>CN(C)C=O>[O:2]1[C:1]2[CH:8]=[CH:7][CH:6]=[CH:5][C:3]=2[O:4][CH2:18][CH2:17][CH2:16]1 |f:1.2.3|. Reported procedure: 110 g of pyrocatechol, 276 g of potassium carbonate and 303 g of 1,3-dibromopropane were stirred at 120° C. for 48 hours in 800 ml of absolute dimethylformamide. The cooled suspension was filtered under suction, the residue was back-washed with ether and the filtrate was poured into 4 l of water. This was extracted with ether. The ether extract was washed twice with 3N sodium hydroxide and then neutral with water, dried over sodium sulfate and evaporated in vacuo. The residue (146.6 g) was disti... Yields the product C=C(C)C1N(CCCN2CCN(C(C)=O)CC2)C(=O)CC(c2cccc(Cl)c2)C12C(=O)Nc1cc(Cl)ccc12. Reaction SMILES: [CH3:1][O:2][CH:3]([Si:4]([CH3:5])([CH3:6])[CH3:7])[CH3:8].[Cl:9][c:10]1[cH:11][cH:12][c:13]2[c:17]([cH:18]1)[NH:16][C:15](=[O:19])[C:14]21[CH:20]([C:37](=[CH2:38])[CH3:39])[N:21]([CH2:33][CH2:34][CH2:35][Cl:36])[C:22](=[O:32])[CH2:23][CH:24]1[c:25]1[cH:26][c:27]([Cl:31])[cH:28][cH:29][cH:30]1.[N:40]1([C:46]([CH3:47])=[O:48])[CH2:41][CH2:42][NH:43][CH2:44][CH2:45]1.[OH:49][C:50]([C:51]([F:52])([F:53])[F:54])=[O:55]>>[Cl:9][c:10]1[cH:11][cH:12][c:13]2[c:17]([cH:18]1)[NH:16][C:15](=[O:19])[C:14]21[CH:20]([C:37](=[CH2:38])[CH3:39])[N:21]([CH2:33][CH2:34][CH2:35][N:43]2[CH2:42][CH2:41][N:40]([C:46]([CH3:47])=[O:48])[CH2:45][CH2:44]2)[C:22](=[O:32])[CH2:23][CH:24]1[c:25]1[cH:26][c:27]([Cl:31])[cH:28][cH:29][cH:30]1. Reactants: COC(C)[Si](C)(C)C, C=C(C)C1N(CCCCl)C(=O)CC(c2cccc(Cl)c2)C12C(=O)Nc1cc(Cl)ccc12, CC(=O)N1CCNCC1, O=C(O)C(F)(F)F. Starting materials: C(C)(=O)C1=C(C(=C(OCC(CS(=O)(=O)C2=CC(=C(C=C2)CC(=O)OC)F)O)C=C1)CCC)O (4-(3-(4-acetyl-3-hydroxy-2-propylphenoxy)-2-hydroxypropylsulfonyl)-2-fluorobenzeneacetic acid, methyl Ester), C(C)(=O)C1=C(C(=C(OCCCSC2=C(C(=C(C=C2)CC(=O)OC)Cl)Cl)C=C1)CCC)O (4-(3-(4-acetyl-3-hydroxy-2-propylphenoxy)propylthio)-2,3 -dichlorobenzene-acetic acid, methyl Ester). The product is C(C)(=O)C1=C(C(=C(OCC=CS(=O)(=O)C2=CC(=C(C=C2)CC(=O)O)F)C=C1)CCC)O (4-(3-(4-acetyl-3-hydroxy-2-propylphenoxy)-1-propenyl-sulfonyl)-2-fluoro-benzene acetic acid). Reaction SMILES: [C:1]([C:4]1[CH:29]=[CH:28][C:7]([O:8][CH2:9][CH:10](O)[CH2:11][S:12]([C:15]2[CH:20]=[CH:19][C:18]([CH2:21][C:22]([O:24]C)=[O:23])=[C:17]([F:26])[CH:16]=2)(=[O:14])=[O:13])=[C:6]([CH2:30][CH2:31][CH3:32])[C:5]=1[OH:33])(=[O:3])[CH3:2].C(C1C=CC(OCCCSC2C=CC(CC(OC)=O)=C(Cl)C=2Cl)=C(CCC)C=1O)(=O)C>>[C:1]([C:4]1[CH:29]=[CH:28][C:7]([O:8][CH2:9][CH:10]=[CH:11][S:12]([C:15]2[CH:20]=[CH:19][C:18]([CH2:21][C:22]([OH:24])=[O:23])=[C:17]([F:26])[CH:16]=2)(=[O:14])=[O:13])=[C:6]([CH2:30][CH2:31][CH3:32])[C:5]=1[OH:33])(=[O:3])[CH3:2]. Reported procedure: By following Step H of Example 1, but substituting the product of Step A of this example for the ester of Step G of Example 1, a mixture was obtained. After recrystallization from diethyl ether, 4-(3-(4-acetyl-3-hydroxy-2-propylphenoxy)-2-hydroxypropylsulfonyl)-2-fluorobenzeneacetic acid, mp 119°-120° C., was obtained. The mother liquors were purified by chromatography on silica gel to yield 4-(3-(4-acetyl-3-hydroxy-2-propylphenoxy)-1-propenyl-sulfonyl)-2-fluoro-benzene acetic acid, mp 249°-251°... Starting materials: OC=1C=C2C=CC=NC2=CC1 (6-hydroxy-quinoline), NC1=NC(=CC(=N1)Cl)Cl (2-amino-4,6-dichloropyrimidine), [OH-].[Na+] (sodium hydroxide). Solvent: O.CC(=O)C (water acetone). The product is ClC1=NC(=NC(=C1)OC=1C=C2C=CC=NC2=CC1)N (4-Chloro-6-(quinolin-6-yloxy)-pyrimidin-2-ylamine). Reaction SMILES: [OH:1][C:2]1[CH:3]=[C:4]2[C:9](=[CH:10][CH:11]=1)[N:8]=[CH:7][CH:6]=[CH:5]2.[NH2:12][C:13]1[N:18]=[C:17](Cl)[CH:16]=[C:15]([Cl:20])[N:14]=1.[OH-].[Na+]>O.CC(C)=O>[Cl:20][C:15]1[CH:16]=[C:17]([O:1][C:2]2[CH:3]=[C:4]3[C:9](=[CH:10][CH:11]=2)[N:8]=[CH:7][CH:6]=[CH:5]3)[N:18]=[C:13]([NH2:12])[N:14]=1 |f:2.3,4.5|. Procedure details: To a mixture containing 7.25 g (0.05 mol) 6-hydroxy-quinoline, 8.25 g (0.05 mol) 2-amino-4,6-dichloropyrimidine in 300 mL of water/acetone 1:1 are added 2.0 g (0.05 mol) sodium hydroxide. On heating a clear solution is first obtained from which a thick precipitate separates. Stirring under reflux is continued for a total of 6 h. The mixture is cooled, filtered and the solid washed with acetone/water 1.1 and dried. The title compound is obtained as a solid: map. 248-250° C.; MS: [M+1]+=273; HPLC:...